From a dataset of the Open Reaction Database (ORD), a public repository of structured organic reaction records. describe an organic reaction: reactants, conditions, products, and yield Starting materials: [H][H], NC1(C(=O)O)CCN(Cc2ccccc2)C1. Product: NC1(C(=O)O)CCNC1. RXN SMILES: [H:17][H:18].[NH2:1][C:2]1([C:14](=[O:15])[OH:16])[CH2:3][N:4]([CH2:7][c:8]2[cH:9][cH:10][cH:11][cH:12][cH:13]2)[CH2:5][CH2:6]1>>[NH2:1][C:2]1([C:14](=[O:15])[OH:16])[CH2:3][NH:4][CH2:5][CH2:6]1. The reactants are Cl.C(C1=CC=CC=C1)OC(NC1(CCNCC1)C)=O ((4-methyl-piperidin-4-yl)-carbamic acid benzyl ester hydrochloride salt), ClC1=NC=C(C=C1)C(F)(F)F (2-chloro-5-trifluoromethyl-pyridine), C(C)(C)N(CC)C(C)C (diisopropylethyl amine). Solvent: O1CCOCC1 (dioxane). Run at temperature 150 celsius, time 180 minute. Yields the product C(C1=CC=CC=C1)OC(NC1(CCN(CC1)C1=NC=C(C=C1)C(F)(F)F)C)=O ((4-methyl-5′-trifluoromethyl-3,4,5,6-tetrahydro-2H-(1,2′)bipyridinyl-4-yl)-carbamic acid benzyl ester). Reaction SMILES: Cl.[CH2:2]([O:9][C:10](=[O:19])[NH:11][C:12]1([CH3:18])[CH2:17][CH2:16][NH:15][CH2:14][CH2:13]1)[C:3]1[CH:8]=[CH:7][CH:6]=[CH:5][CH:4]=1.Cl[C:21]1[CH:26]=[CH:25][C:24]([C:27]([F:30])([F:29])[F:28])=[CH:23][N:22]=1.C(N(C(C)C)CC)(C)C>O1CCOCC1>[CH2:2]([O:9][C:10](=[O:19])[NH:11][C:12]1([CH3:18])[CH2:17][CH2:16][N:15]([C:21]2[CH:26]=[CH:25][C:24]([C:27]([F:30])([F:29])[F:28])=[CH:23][N:22]=2)[CH2:14][CH2:13]1)[C:3]1[CH:8]=[CH:7][CH:6]=[CH:5][CH:4]=1 |f:0.1|. Reported procedure: To a stirred solution of (4-methyl-piperidin-4-yl)-carbamic acid benzyl ester hydrochloride salt (0.15 g, 0.53 mmol, Example 30B) in dioxane (1.0 mL) at room temperature was added 2-chloro-5-trifluoromethyl-pyridine (0.11 g, 0.6 mmol) and diisopropylethyl amine (0.21 mL, 1.2 mmol). The reaction mixture was stirred at 150° C. in a microwave for 180 minutes, concentrated under reduced pressure and purified by flash chromatography with 30% ethyl acetate in hexane to provide (4-methyl-5′-trifluorome... Starting materials: CCNCC, COCCCN1CCOc2ccc(COC3CN(S(=O)(=O)c4ccc(C)cc4)C(CC(=O)O)CC3c3ccc(COCC(C)COC)cc3)cc21. The product is CCN(CC)C(=O)CC1CC(c2ccc(COCC(C)COC)cc2)C(OCc2ccc3c(c2)N(CCCOC)CCO3)CN1S(=O)(=O)c1ccc(C)cc1. RXN SMILES: [CH2:52]([CH3:53])[NH:54][CH2:55][CH3:56].[CH3:1][O:2][CH2:3][CH:4]([CH2:5][O:6][CH2:7][c:8]1[cH:9][cH:10][c:11]([CH:14]2[CH2:15][CH:16]([CH2:47][C:48](=[O:49])[OH:50])[N:17]([S:37](=[O:38])(=[O:39])[c:40]3[cH:41][cH:42][c:43]([CH3:46])[cH:44][cH:45]3)[CH2:18][CH:19]2[O:20][CH2:21][c:22]2[cH:23][cH:24][c:25]3[c:26]([cH:36]2)[N:27]([CH2:31][CH2:32][CH2:33][O:34][CH3:35])[CH2:28][CH2:29][O:30]3)[cH:12][cH:13]1)[CH3:51]>>[CH3:1][O:2][CH2:3][CH:4]([CH2:5][O:6][CH2:7][c:8]1[cH:9][cH:10][c:11]([CH:14]2[CH2:15][CH:16]([CH2:47][C:48](=[O:50])[N:54]([CH2:52][CH3:53])[CH2:55][CH3:56])[N:17]([S:37](=[O:38])(=[O:39])[c:40]3[cH:41][cH:42][c:43]([CH3:46])[cH:44][cH:45]3)[CH2:18][CH:19]2[O:20][CH2:21][c:22]2[cH:23][cH:24][c:25]3[c:26]([cH:36]2)[N:27]([CH2:31][CH2:32][CH2:33][O:34][CH3:35])[CH2:28][CH2:29][O:30]3)[cH:12][cH:13]1)[CH3:51]. The reactants are COC(C(=CC1=CC=CC2=NON=C21)[N+](=O)[O-])=O (3-(2,1,3-benzoxadiazol-4-yl)-2-nitro-propenoic acid methylester), [Na] (sodium), C(C)(C)OC(CC(=O)C)=O (acetoacetic acid isopropylester), ice water, Cl (hydrochloric acid). Solvent: O1CCOCC1 (dioxane), CCOCC (ether). Run at time 3 hour. The product is COC(C(C(C(C(C)=O)C(=O)OC(C)C)C1=CC=CC2=NON=C21)[N+](=O)[O-])=O (3-(2,1,3-benzoxadiazol-4-yl)-4-isopropoxycarbonyl-2-nitro-5-oxo-hexanoic acid methylester). As a reaction SMILES: [CH3:1][O:2][C:3](=[O:18])[C:4]([N+:15]([O-:17])=[O:16])=[CH:5][C:6]1[C:14]2[C:10](=[N:11][O:12][N:13]=2)[CH:9]=[CH:8][CH:7]=1.[Na].[CH:20]([O:23][C:24](=[O:29])[CH2:25][C:26]([CH3:28])=[O:27])([CH3:22])[CH3:21].Cl>O1CCOCC1.CCOCC>[CH3:1][O:2][C:3](=[O:18])[CH:4]([N+:15]([O-:17])=[O:16])[CH:5]([C:6]1[C:14]2[C:10](=[N:11][O:12][N:13]=2)[CH:9]=[CH:8][CH:7]=1)[CH:25]([C:24]([O:23][CH:20]([CH3:22])[CH3:21])=[O:29])[C:26](=[O:27])[CH3:28] |^1:18|. Procedure details: A solution of 5.7 g of 3-(2,1,3-benzoxadiazol-4-yl)-2-nitro-propenoic acid methylester (IV,R1 =CH3) in 120 ml of dioxane is added to 4.2 g of the dry sodium salt of acetoacetic acid isopropylester. The suspension is stirred for 3 hours at room temperature. The mixture is poured into 120 ml of ice water and shaken with ether. The aqueous phase is acidified with hydrochloric acid whilst cooling, and extracted with methylene chloride. The methylene chloride solution is dried over magnesium sulphate... Reactants: OC(C=CC=1C=C2C(=CNC2=CC1)C[C@@H]1N(CCC1)C)(C)C(F)(F)F (5-(3-Hydroxy-3-trifluoromethyl-1-but-1-enyl)-3-(N-methyl-2(R)-pyrrolidinylmethyl)-1H-indole), C(Cl)Cl (CH2Cl2). Reagents/catalysts: [Pd] (palladium on charcoal). Run in O (H2O). Yields the product OC(CCC=1C=C2C(=CNC2=CC1)C[C@@H]1N(CCC1)C)(C)C(F)(F)F (5-(3-Hydroxy-3-trifluoromethyl-1-butyl)-3-(N-methyl-2(R)-pyrrolidinylmethyl)-1H-indole). As a reaction SMILES: [OH:1][C:2]([C:22]([F:25])([F:24])[F:23])([CH3:21])[CH:3]=[CH:4][C:5]1[CH:6]=[C:7]2[C:11](=[CH:12][CH:13]=1)[NH:10][CH:9]=[C:8]2[CH2:14][C@H:15]1[CH2:19][CH2:18][CH2:17][N:16]1[CH3:20].C(Cl)Cl>[Pd].O>[OH:1][C:2]([C:22]([F:25])([F:24])[F:23])([CH3:21])[CH2:3][CH2:4][C:5]1[CH:6]=[C:7]2[C:11](=[CH:12][CH:13]=1)[NH:10][CH:9]=[C:8]2[CH2:14][C@H:15]1[CH2:19][CH2:18][CH2:17][N:16]1[CH3:20]. Procedure: Obtained from the title compound of Example 96 by a procedure similar to that described in Example 2, but using 10% palladium on charcoal as catalyst, as a foam. Rf 0.40 (SS 7). Found: C,59.55; H,6.86; N,7.10. C19H25F3N2O; 0.17 CH2Cl2 ; H2O requires C,59.55; H,7.13; N,7.25%. LRMS: m/z 355.0 (M+1)+. The reactants are COC(C1=CC=C(C=C1)CNC(=O)[C@@H]1N[C@H]([C@]([C@H]1C1=C(C(=CC=C1)Cl)F)(C#N)C1=C(C=C(C=C1)Cl)F)CC(C)(C)C)=O (rac 4-({[(2R,3S,4R,5S)-3-(3-Chloro-2-fluoro-phenyl)-4-(4-chloro-2-fluoro-phenyl)-4-cyano-5-(2,2-dimethyl-propyl)-pyrrolidine-2-carbonyl]-amino}-methyl)-benzoic acid methyl ester), [OH-].[Na+] (NaOH). Solvent: CO (MeOH). Conditions: time 1.5 hour. Yields the product ClC=1C(=C(C=CC1)[C@H]1[C@@H](N[C@H]([C@]1(C#N)C1=C(C=C(C=C1)Cl)F)CC(C)(C)C)C(=O)NCC1=CC=C(C(=O)O)C=C1)F (rac 4-({[(2R,3S,4R,5S)-3-(3-Chloro-2-fluoro-phenyl)-4-(4-chloro-2-fluoro-phenyl)-4-cyano-5-(2,2-dimethyl-propyl)-pyrrolidine-2-carbonyl]-amino}-methyl)-benzoic acid). Reaction SMILES: C[O:2][C:3](=[O:42])[C:4]1[CH:9]=[CH:8][C:7]([CH2:10][NH:11][C:12]([C@H:14]2[C@H:18]([C:19]3[CH:24]=[CH:23][CH:22]=[C:21]([Cl:25])[C:20]=3[F:26])[C@:17]([C:29]3[CH:34]=[CH:33][C:32]([Cl:35])=[CH:31][C:30]=3[F:36])([C:27]#[N:28])[C@H:16]([CH2:37][C:38]([CH3:41])([CH3:40])[CH3:39])[NH:15]2)=[O:13])=[CH:6][CH:5]=1.[OH-].[Na+]>CO>[Cl:25][C:21]1[C:20]([F:26])=[C:19]([C@@H:18]2[C@:17]([C:29]3[CH:34]=[CH:33][C:32]([Cl:35])=[CH:31][C:30]=3[F:36])([C:27]#[N:28])[C@H:16]([CH2:37][C:38]([CH3:41])([CH3:40])[CH3:39])[NH:15][C@H:14]2[C:12]([NH:11][CH2:10][C:7]2[CH:6]=[CH:5][C:4]([C:3]([OH:42])=[O:2])=[CH:9][CH:8]=2)=[O:13])[CH:24]=[CH:23][CH:22]=1 |f:1.2|. Procedure: rac 4-({[(2R,3S,4R,5S)-3-(3-Chloro-2-fluoro-phenyl)-4-(4-chloro-2-fluoro-phenyl)-4-cyano-5-(2,2-dimethyl-propyl)-pyrrolidine-2-carbonyl]-amino}-methyl)-benzoic acid methyl ester (40 mg) was dissolved in MeOH (10 mL) with help of slight heating. To the stirred solution was added NaOH (1N, 2 mL) and the mixture was stirred for 1.5 hrs. The solvent was removed and the residue was treated with 1 N HCl to make the mixture acidic. The white suspension was extracted with EtOAc (3×10 mL) and the extract... Reactants: ClC=1C=C(C=NC1C#N)C#CC1=CC=C(C(=O)OCC)C=C1 (ethyl 4-((5-chloro-6-cyanopyridin-3-yl)ethynyl)benzoate), CC=1C=CC(=C(C1)NC(OC(C)(C)C)=O)B1OC(C(O1)(C)C)(C)C (tert-butyl 5-methyl-2-(4,4,5,5-tetramethyl-1,3,2-dioxaborolan-2-yl)phenylcarbamate), C([O-])([O-])=O.[K+].[K+] (potassium carbonate). The reagents and catalysts are C=1C=CC(=CC1)[P](C=2C=CC=CC2)(C=3C=CC=CC3)[Pd]([P](C=4C=CC=CC4)(C=5C=CC=CC5)C=6C=CC=CC6)([P](C=7C=CC=CC7)(C=8C=CC=CC8)C=9C=CC=CC9)[P](C=1C=CC=CC1)(C=1C=CC=CC1)C=1C=CC=CC1 (tetrakis(triphenylphosphine)palladium). Solvent: C1(=CC=CC=C1)C.C(C)O (toluene ethanol), CO (MeOH), C(Cl)Cl (DCM). The product is NC1=NC2=C(C=3C=C(C=NC13)C#CC1=CC=C(C(=O)OCC)C=C1)C=CC(=C2)C (ethyl 4-((5-amino-8-methylbenzo[f][1,7]naphthyridin-2-yl)ethynyl)benzoate). RXN SMILES: Cl[C:2]1[CH:3]=[C:4]([C:10]#[C:11][C:12]2[CH:22]=[CH:21][C:15]([C:16]([O:18][CH2:19][CH3:20])=[O:17])=[CH:14][CH:13]=2)[CH:5]=[N:6][C:7]=1[C:8]#[N:9].[CH3:23][C:24]1[CH:25]=[CH:26][C:27](B2OC(C)(C)C(C)(C)O2)=[C:28]([NH:30]C(=O)OC(C)(C)C)[CH:29]=1.C(=O)([O-])[O-].[K+].[K+]>C1(C)C=CC=CC=1.C(O)C.CO.C(Cl)Cl.C1C=CC([P]([Pd]([P](C2C=CC=CC=2)(C2C=CC=CC=2)C2C=CC=CC=2)([P](C2C=CC=CC=2)(C2C=CC=CC=2)C2C=CC=CC=2)[P](C2C=CC=CC=2)(C2C=CC=CC=2)C2C=CC=CC=2)(C2C=CC=CC=2)C2C=CC=CC=2)=CC=1>[NH2:9][C:8]1[C:7]2[N:6]=[CH:5][C:4]([C:10]#[C:11][C:12]3[CH:22]=[CH:21][C:15]([C:16]([O:18][CH2:19][CH3:20])=[O:17])=[CH:14][CH:13]=3)=[CH:3][C:2]=2[C:27]2[CH:26]=[CH:25][C:24]([CH3:23])=[CH:29][C:28]=2[N:30]=1 |f:2.3.4,5.6,^1:71,73,92,111|. Procedure: A solution of ethyl 4-((5-chloro-6-cyanopyridin-3-yl)ethynyl)benzoate (from the previous step) (1.0 eq.), tert-butyl 5-methyl-2-(4,4,5,5-tetramethyl-1,3,2-dioxaborolan-2-yl)phenylcarbamate (from Example 5/Step 2) (2.6 eq.), tetrakis(triphenylphosphine)palladium (10 mol %), and potassium carbonate (5.3 eq.) in toluene/ethanol (2:1, 0.2 M) was stirred at 100° C. overnight. After cooling to ambient temperature, the reaction mixture was diluted with 2% MeOH in DCM. The two phases were separated. The... Reactants: O=[N+]([O-])c1cccc(-c2ccc3c(Br)c[nH]c3c2)c1, Clc1cc(Cl)ncn1, [H-], [Na+], CN(C)C=O, O. The product is O=[N+]([O-])c1cccc(-c2ccc3c(Br)cn(-c4cc(Cl)ncn4)c3c2)c1. As a reaction SMILES: [Br:3][c:4]1[cH:5][nH:6][c:7]2[cH:8][c:9](-[c:13]3[cH:14][c:15]([N+:19](=[O:20])[O-:21])[cH:16][cH:17][cH:18]3)[cH:10][cH:11][c:12]12.[Cl:22][c:23]1[n:24][cH:25][n:26][c:27]([Cl:29])[cH:28]1.[H-:1].[Na+:2].[O:31]=[CH:32][N:33]([CH3:34])[CH3:35].[OH2:30]>>[Br:3][c:4]1[cH:5][n:6](-[c:27]2[n:26][cH:25][n:24][c:23]([Cl:22])[cH:28]2)[c:7]2[cH:8][c:9](-[c:13]3[cH:14][c:15]([N+:19](=[O:20])[O-:21])[cH:16][cH:17][cH:18]3)[cH:10][cH:11][c:12]12. Reactants: CC(C)CC(Nc1ncc(-c2ccc(N3CCN(C(=O)OC(C)(C)C)CC3)cc2)cn1)C(=O)NCC#N, C1CCOC1, [Na+], O=C([O-])O. The product is CC(C)CC(Nc1ncc(-c2ccc(N3CCNCC3)cc2)cn1)C(=O)NCC#N. As a reaction SMILES: [C:1](#[N:2])[CH2:3][NH:4][C:5](=[O:6])[CH:7]([CH2:8][CH:9]([CH3:10])[CH3:11])[NH:12][c:13]1[n:14][cH:15][c:16](-[c:19]2[cH:20][cH:21][c:22]([N:25]3[CH2:26][CH2:27][N:28]([C:31]([O:32][C:33]([CH3:34])([CH3:35])[CH3:36])=[O:37])[CH2:29][CH2:30]3)[cH:23][cH:24]2)[cH:17][n:18]1.[CH2:43]1[O:44][CH2:45][CH2:46][CH2:47]1.[Na+:42].[O-:38][C:39]([OH:40])=[O:41]>>[C:1](#[N:2])[CH2:3][NH:4][C:5](=[O:6])[CH:7]([CH2:8][CH:9]([CH3:10])[CH3:11])[NH:12][c:13]1[n:14][cH:15][c:16](-[c:19]2[cH:20][cH:21][c:22]([N:25]3[CH2:26][CH2:27][NH:28][CH2:29][CH2:30]3)[cH:23][cH:24]2)[cH:17][n:18]1. The reactants are Cl.N[C@@H]1C(N(CC1)CC=1C=C(C#N)C=CC1)=O (3-(3-(S)-amino-2-oxopyrrolidin-1-ylmethyl)benzonitrile hydrochloride), COC1=CC=C2C=CC(=CC2=C1)S(=O)(=O)Cl (7-methoxynaphthalene-2-sulfonyl chloride). Yields the product C(#N)C=1C=C(CN2C([C@H](C2)NS(=O)(=O)C2=CC3=CC(=CC=C3C=C2)OC)=O)C=CC1 (7-Methoxynaphthalene-2-sulfonic acid [1-(3-cyanobenzyl)-2-oxoazetidin-3-(S)-yl]amide). RXN SMILES: Cl.[NH2:2][C@H:3]1[CH2:7]C[N:5]([CH2:8][C:9]2[CH:10]=[C:11]([CH:14]=[CH:15][CH:16]=2)[C:12]#[N:13])[C:4]1=[O:17].[CH3:18][O:19][C:20]1[CH:29]=[C:28]2[C:23]([CH:24]=[CH:25][C:26]([S:30](Cl)(=[O:32])=[O:31])=[CH:27]2)=[CH:22][CH:21]=1>>[C:12]([C:11]1[CH:10]=[C:9]([CH:16]=[CH:15][CH:14]=1)[CH2:8][N:5]1[CH2:7][C@H:3]([NH:2][S:30]([C:26]2[CH:25]=[CH:24][C:23]3[C:28](=[CH:29][C:20]([O:19][CH3:18])=[CH:21][CH:22]=3)[CH:27]=2)(=[O:32])=[O:31])[C:4]1=[O:17])#[N:13] |f:0.1|. Reported procedure: The title compound is prepared as in EXAMPLE 24, Part B substituting 3-(3-(S)-Amino-2-oxo-azetidin-1-ylmethyl)benzonitrile hydrochloride for 3-(3-(S)-amino-2-oxopyrrolidin-1-ylmethyl)benzonitrile hydrochloride and using 7-methoxynaphthalene-2-sulfonyl chloride in place of 6-methoxynaphthalene-2-sulfonyl chloride. The crude product is purified by column chromatography eluting with a gradient of 20% EtOAc/CH2Cl2 to 30% EtOAc/CH2Cl2 to give the title compound as a white solid.